describe an organic reaction: reactants, conditions, products, and yield From a dataset of the Open Reaction Database (ORD), a public repository of structured organic reaction records. Starting materials: C1=C(C=CC2=CC=CC=C12)S(=O)(=O)C1=C(C=2C3=C(N(C2C=C1)C)CC1CCC3N1)C(=O)OC(C)(C)C (tert-butyl 2-(2-napthyl)sulfonyl-5-methyl-5,6,7,8,9,10-hexahydro-7,10-epiminocyclohepta[b]indole-carboxylate), Cl (HCl). Solvent: C(C)OCC (diethyl ether). Yields the product Cl.C1=C(C=CC2=CC=CC=C12)S(=O)(=O)C=1C=C2C3=C(N(C2=CC1)C)CC1CCC3N1 (2-(2-napthyl)sulfonyl-5-methyl-5,6,7,8,9,10-hexahydro-7,10-epiminocyclohepta[b]indole hydrochloride). Reaction SMILES: [CH:1]1[C:10]2[C:5](=[CH:6][CH:7]=[CH:8][CH:9]=2)[CH:4]=[CH:3][C:2]=1[S:11]([C:14]1[CH:22]=[CH:21][C:20]2[N:19]([CH3:23])[C:18]3[CH2:24][CH:25]4[NH:29][CH:28]([C:17]=3[C:16]=2[C:15]=1C(OC(C)(C)C)=O)[CH2:27][CH2:26]4)(=[O:13])=[O:12].[ClH:37]>C(OCC)C>[ClH:37].[CH:1]1[C:10]2[C:5](=[CH:6][CH:7]=[CH:8][CH:9]=2)[CH:4]=[CH:3][C:2]=1[S:11]([C:14]1[CH:15]=[C:16]2[C:20](=[CH:21][CH:22]=1)[N:19]([CH3:23])[C:18]1[CH2:24][CH:25]3[NH:29][CH:28]([C:17]2=1)[CH2:27][CH2:26]3)(=[O:12])=[O:13] |f:3.4|. Procedure details: The product of step A was subjected to Boc-deprotection with 2 M HCl in diethyl ether following the procedure of Example 28, step B. The crude material was purified by flash column chromatography (SiO2, 80:18:2 chloroform/methanol/ammonium hydroxide) followed by semi-preparative HPLC. The free base was treated with 1.25 M HCl in methanol (0.5 mL) and lyophilized to give 2-(2-napthyl)sulfonyl-5-methyl-5,6,7,8,9,10-hexahydro-7,10-epiminocyclohepta[b]indole hydrochloride (41 mg, 45%, AUC HPLC >99%)... Starting materials: C=CCOC(=O)Cl, NC(Cc1ccc(O)cc1)C(=O)O, [Na+], [OH-]. Product: C=CCOC(=O)NC(Cc1ccc(O)cc1)C(=O)O. As a reaction SMILES: [Cl:14][C:15](=[O:16])[O:17][CH2:18][CH:19]=[CH2:20].[NH2:1][CH:2]([CH2:3][c:4]1[cH:5][cH:6][c:7]([OH:8])[cH:9][cH:10]1)[C:11]([OH:12])=[O:13].[Na+:22].[OH-:21]>>[NH:1]([CH:2]([CH2:3][c:4]1[cH:5][cH:6][c:7]([OH:8])[cH:9][cH:10]1)[C:11]([OH:12])=[O:13])[C:15](=[O:16])[O:17][CH2:18][CH:19]=[CH2:20]. Run in CO (methanol). Starting materials: C1(=CC=C(C=C1)CCCC(=O)O)C (4-(p-tolyl)-butyric acid), S(O)(O)(=O)=O (sulfuric acid), C([O-])(O)=O.[Na+] (Sodium bicarbonate). Procedure details: A solution of 4-(p-tolyl)-butyric acid (10.0 g, 56.11 mmol) in methanol (680 mL) was treated with concentrated sulfuric acid (5.4 mL). The reaction was stirred at room temperature for 18 hour. Sodium bicarbonate (˜15 g) was added and the mixture was stirred for 15 minutes, then concentrated. The residue was dissolved in ethyl acetate/water. The organic phase was separated and washed with brine, dried over anhydrous magnesium sulfate, filtered and concentrated to give the title material (10.8 g, ... As a reaction SMILES: [C:1]1([CH3:13])[CH:6]=[CH:5][C:4]([CH2:7][CH2:8][CH2:9][C:10]([OH:12])=[O:11])=[CH:3][CH:2]=1.S(=O)(=O)(O)O.[C:19](=O)(O)[O-].[Na+]>CO>[C:1]1([CH3:13])[CH:2]=[CH:3][C:4]([CH2:7][CH2:8][CH2:9][C:10]([O:12][CH3:19])=[O:11])=[CH:5][CH:6]=1 |f:2.3|. The product is C1(=CC=C(C=C1)CCCC(=O)OC)C (Methyl 4-(p-tolyl)-butyrate). Isolated yield 100.1%. Reaction conditions: time 18 hour. Reactants: COC=1C=C(C=CC1)C1=CC(OC1)=O (4-(3-methoxy-phenyl)-5H-furan-2-one). Reagents/catalysts: [Ni] (Raney nickel). Solvent: O1CCCC1 (tetrahydrofuran). Reaction conditions: time 18 hour. Product: COC=1C=C(C=CC1)C1CC(OC1)=O (4-(3-Methoxy-phenyl)-dihydro-furan-2-one). Reaction SMILES: [CH3:1][O:2][C:3]1[CH:4]=[C:5]([C:9]2[CH2:13][O:12][C:11](=[O:14])[CH:10]=2)[CH:6]=[CH:7][CH:8]=1>O1CCCC1.[Ni]>[CH3:1][O:2][C:3]1[CH:4]=[C:5]([CH:9]2[CH2:13][O:12][C:11](=[O:14])[CH2:10]2)[CH:6]=[CH:7][CH:8]=1. Procedure: To a solution of 4-(3-methoxy-phenyl)-5H-furan-2-one, (1.9 g, 10 mmol) in tetrahydrofuran (100 mL) and is added Raney nickel (7.6 g, 50% suspension in water) the mixture is stirred under hydrogen (ambient pressure) 18 h at room temperature. The mixture is filtered through Celite® and concentrated in vacuo to yield the title compound, 1.54 g (80%), as a white crystalline solid. Starting materials: COC1=CC(=NC=C1)C=O (4-methoxypyridine-2-carbaldehyde), Cl.N1=CC=CC=C1 (pyridine hydrochloride), [K+].C(CC(=O)[O-])(=O)OC (monomethyl malonate potassium salt), N1CCCCC1 (piperidine). Solvent: N1=CC=CC=C1 (pyridine). Reaction conditions: temperature 120 celsius. The product is COC1=CC(=NC=C1)C=CC(=O)OC (Methyl 3-(4-methoxypyridin-2-yl)acrylate). Reaction SMILES: [CH3:1][O:2][C:3]1[CH:8]=[CH:7][N:6]=[C:5]([CH:9]=O)[CH:4]=1.Cl.N1C=CC=CC=1.[K+].[C:19]([O:25][CH3:26])(=[O:24])[CH2:20]C([O-])=O.N1CCCCC1>N1C=CC=CC=1>[CH3:1][O:2][C:3]1[CH:8]=[CH:7][N:6]=[C:5]([CH:9]=[CH:20][C:19]([O:25][CH3:26])=[O:24])[CH:4]=1 |f:1.2,3.4|. Reported procedure: A mixture of 45 g of 4-methoxypyridine-2-carbaldehyde (Ashimori at al., Chem. Pharm. Bull. 38, 2446-2458 (1990)), 75.80 g of pyridine hydrochloride, 102.45 g of monomethyl malonate potassium salt and 4.1 ml of piperidine in 700 ml of pyridine are slowly heated, with stirring, to 120° C. When the evolution of gas starts, the heating source is temporarily removed to stop the reaction from becoming too violent. Once the reaction has subsided, the mixture is stirred at 120° C. for a further 2.5 h, a...